This data is from the Open Reaction Database (ORD), a public repository of structured organic reaction records. The task is: describe an organic reaction: reactants, conditions, products, and yield Starting materials: [Si](C)(C)(C(C)(C)C)C([C@@H]1[C@H](C[C@@H](O1)N1C(NC(N(C1)C)=O)=O)O)O (1-(5-tert-butyldimethylsilyl-2-deoxy-β-D-ribofuranosyl)-5-methyl-5,6-dihydro-s-triazine-2,4-(1H,3H)-dione), C([O-])(O)=O.[Na+] (sodium bicarbonate), N1=CC=CC=C1 (pyridine), C(CCCCCCCCCCC)(=O)Cl (lauroyl chloride). The solvent is C(Cl)(Cl)Cl (chloroform), O (water). Reaction conditions: temperature 10 celsius. The product is [Si](C)(C)(C(C)(C)C)C([C@@H]1[C@](C[C@@H](O1)N1C(NC(N(C1)C)=O)=O)(O)C(CCCCCCCCCCC)=O)O (1-(5-tert-butyldimethylsilyl-3-lauroyl-2-deoxy-β-D-ribofuranosyl)-5,6-dihydro-5-methyl-s-triazine-2,4-(1H,3H)-dione). Isolated yield 88.7%. RXN SMILES: [Si:1]([CH:8]([OH:24])[C@H:9]1[O:13][C@@H:12]([N:14]2[CH2:19][N:18]([CH3:20])[C:17](=[O:21])[NH:16][C:15]2=[O:22])[CH2:11][C@@H:10]1[OH:23])([C:4]([CH3:7])([CH3:6])[CH3:5])([CH3:3])[CH3:2].N1C=CC=CC=1.[C:31](Cl)(=[O:43])[CH2:32][CH2:33][CH2:34][CH2:35][CH2:36][CH2:37][CH2:38][CH2:39][CH2:40][CH2:41][CH3:42].C(=O)(O)[O-].[Na+]>C(Cl)(Cl)Cl.O>[Si:1]([CH:8]([OH:24])[C@H:9]1[O:13][C@@H:12]([N:14]2[CH2:19][N:18]([CH3:20])[C:17](=[O:21])[NH:16][C:15]2=[O:22])[CH2:11][C@:10]1([C:31](=[O:43])[CH2:32][CH2:33][CH2:34][CH2:35][CH2:36][CH2:37][CH2:38][CH2:39][CH2:40][CH2:41][CH3:42])[OH:23])([C:4]([CH3:5])([CH3:6])[CH3:7])([CH3:2])[CH3:3] |f:3.4|. Reported procedure: To a solution consisting of 3.59 gm. (0.010 mole) of 1-(5-tert-butyldimethylsilyl-2-deoxy-β-D-ribofuranosyl)-5-methyl-5,6-dihydro-s-triazine-2,4-(1H,3H)-dione and 30 ml. A.R. pyridine that had been cooled to 5° C. was added, with stirring, 2.55 gm. (0.0116 mole) of freshly distilled lauroyl chloride. This reaction mixture was stirred for 18 hours at 25° C. Then it was cooled to 10° C. and 3 ml. water was added. This mixture was stirred at 25° C. while the solvents were removed by evaporation und... The reactants are ClCCCl, Cc1ccc2c(N3CCNCC3)cccc2n1, CN(C)C=O, Cl, On1nnc2ccccc21, O=C(O)Cc1cccc(-n2cccn2)c1. Product: Cc1ccc2c(N3CCN(C(=O)Cc4cccc(-n5cccn5)c4)CC3)cccc2n1. As a reaction SMILES: [CH2:1]([Cl:2])[CH2:3][Cl:4].[CH3:16][c:17]1[n:18][c:19]2[cH:20][cH:21][cH:22][c:23]([N:27]3[CH2:28][CH2:29][NH:30][CH2:31][CH2:32]3)[c:24]2[cH:25][cH:26]1.[CH3:48][N:49]([CH3:50])[CH:51]=[O:52].[ClH:5].[OH:6][n:7]1[c:8]2[c:9]([cH:10][cH:11][cH:12][cH:13]2)[n:14][n:15]1.[n:33]1(-[c:38]2[cH:39][c:40]([CH2:44][C:45](=[O:46])[OH:47])[cH:41][cH:42][cH:43]2)[n:34][cH:35][cH:36][cH:37]1>>[CH3:16][c:17]1[n:18][c:19]2[cH:20][cH:21][cH:22][c:23]([N:27]3[CH2:28][CH2:29][N:30]([C:45]([CH2:44][c:40]4[cH:39][c:38](-[n:33]5[n:34][cH:35][cH:36][cH:37]5)[cH:43][cH:42][cH:41]4)=[O:46])[CH2:31][CH2:32]3)[c:24]2[cH:25][cH:26]1.